From a dataset of the Open Reaction Database (ORD), a public repository of structured organic reaction records. describe an organic reaction: reactants, conditions, products, and yield Reactants: OC=1C2=C(N=CN1)C(=CC=N2)C(=O)N (4-hydroxypyrido[3,2-d]pyrimidine-8-carboxamide), Cl.Cl.N1(CCC1)C[C@H](C1=CC=C(C=C1)C(F)(F)F)N ((S)-2-Azetidin-1-yl-1-(4-trifluoromethyl-phenyl)-ethylamine dihydrochloride). Product: N1(CCC1)C[C@H](C1=CC=C(C=C1)C(F)(F)F)NC=1C2=C(N=CN1)C(=CC=N2)C(=O)N (4-[(S)-2-Azetidin-1-yl-1-(4-trifluoromethyl-phenyl)-ethylamino]-pyrido[3,2-d]pyrimidine-8-carboxylic acid amide). Reaction SMILES: O[C:2]1[C:3]2[N:11]=[CH:10][CH:9]=[C:8]([C:12]([NH2:14])=[O:13])[C:4]=2[N:5]=[CH:6][N:7]=1.Cl.Cl.[N:17]1([CH2:21][C@@H:22]([NH2:33])[C:23]2[CH:28]=[CH:27][C:26]([C:29]([F:32])([F:31])[F:30])=[CH:25][CH:24]=2)[CH2:20][CH2:19][CH2:18]1>>[N:17]1([CH2:21][C@@H:22]([NH:33][C:2]2[C:3]3[N:11]=[CH:10][CH:9]=[C:8]([C:12]([NH2:14])=[O:13])[C:4]=3[N:5]=[CH:6][N:7]=2)[C:23]2[CH:28]=[CH:27][C:26]([C:29]([F:31])([F:32])[F:30])=[CH:25][CH:24]=2)[CH2:20][CH2:19][CH2:18]1 |f:1.2.3|. Procedure details: Compound 27 was prepared following general synthesis scheme 7 wherein 4-hydroxypyrido[3,2-d]pyrimidine-8-carboxamide (G) was reacted with (S)-2-Azetidin-1-yl-1-(4-trifluoromethyl-phenyl)-ethylamine dihydrochloride to give the title compound as a white solid. LC/MS [417 (M+H)]; 1H NMR (400 MHz, DMSO-d6) δ 9.92 (d, J=3.4 Hz, 1H), 9.11 (d, J=7.9 Hz, 1H), 9.01 (dd, J=4.5, 1.0 Hz, 1H), 8.53 (s, 1H), 8.38 (dd, J=4.5, 1.0 Hz, 1H), 8.16 (d, J=3.4 Hz, 1H), 7.83-7.50 (m, 3H), 5.36 (q, J=7.2 Hz, 1H), 3.21-... Starting materials: CS(=O)(=O)C1=CC=C(N)C=C1 (4-methylsulfonylaniline), CS(=O)(=O)C=1C=C2C(C(NC2=CC1)=O)=O (5-methylsulfonyl-1H-indole-2,3-dione), C1=CC(=CC=C1NN)S(=O)(=O)N.Cl (4-sulfonamidophenylhydrazine hydrochloride), ( M )-, ( M )-. Product: CS(=O)(=O)C=1C=C2C(C(NC2=CC1)=O)=O (5-Methylsulfonyl-1H-indole-2,3-dione), CS(=O)(=O)C=1C=C2C(C(NC2=CC1)=O)=NNC1=CC=C(C=C1)S(=O)(=O)N (4-[N′-(5-Methylsulfonyl-2-oxo-1,2-dihydro-indol-3-ylidene)-hydrazino]-benzenesulfonamide). RXN SMILES: CS(C1C=CC(N)=CC=1)(=O)=O.[CH3:12][S:13]([C:16]1[CH:17]=[C:18]2[C:22](=[CH:23][CH:24]=1)[NH:21][C:20](=[O:25])[C:19]2=[O:26])(=[O:15])=[O:14].[CH:27]1[C:32]([NH:33][NH2:34])=[CH:31][CH:30]=[C:29]([S:35]([NH2:38])(=[O:37])=[O:36])[CH:28]=1.Cl>>[CH3:12][S:13]([C:16]1[CH:17]=[C:18]2[C:22](=[CH:23][CH:24]=1)[NH:21][C:20](=[O:25])[C:19]2=[O:26])(=[O:15])=[O:14].[CH3:12][S:13]([C:16]1[CH:17]=[C:18]2[C:22](=[CH:23][CH:24]=1)[NH:21][C:20](=[O:25])[C:19]2=[N:34][NH:33][C:32]1[CH:31]=[CH:30][C:29]([S:35]([NH2:38])(=[O:36])=[O:37])=[CH:28][CH:27]=1)(=[O:15])=[O:14] |f:2.3|. Procedure details: 5-Methylsulfonyl-1H-indole-2,3-dione was prepared from 4-methylsulfonylaniline according to Procedure A: 1H NMR (DMSO-d6): δ3.21 (s, 3H), 7.07(d, J=8.3 Hz, 1H), 7.92 (d, J=1.7 Hz, 1H), 8.05 (dd, J=8.2, 2.0 Hz, 1H), 11.46 (s, 1H); APCI−MS m/z 225 (M)−. The title compound was prepared from 5-methylsulfonyl-1H-indole-2,3-dione and 4-sulfonamidophenylhydrazine hydrochloride according to Procedure G: mp>250° C.; 1H NMR (DMSO-d6): δ3.20 (s, 3H), 7.11 (d, J=8.3 Hz, 1H), 7.26 (s, 2H), 7.65 (d, J=8.9 Hz,...